From a dataset of the Open Reaction Database (ORD), a public repository of structured organic reaction records. describe an organic reaction: reactants, conditions, products, and yield Reactants: CNC (dimethylamine), ClC=1SC(=CN1)CNC(SC)=N[N+](=O)[O-] (N-(2-chloro-5-thiazolylmethyl)-S-methyl-N'-nitroisothiourea). Run in C(C)#N (acetonitrile). Run at time 2 hour. Yields the product ClC=1SC(=CN1)CNC(=N[N+](=O)[O-])N(C)C (N-(2-chloro-5-thiazolylmethyl)-N',N'-dimethyl-N"-nitroguanidine). RXN SMILES: [CH3:1][NH:2][CH3:3].[Cl:4][C:5]1[S:6][C:7]([CH2:10][NH:11][C:12](=[N:15][N+:16]([O-:18])=[O:17])SC)=[CH:8][N:9]=1>C(#N)C>[Cl:4][C:5]1[S:6][C:7]([CH2:10][NH:11][C:12]([N:2]([CH3:3])[CH3:1])=[N:15][N+:16]([O-:18])=[O:17])=[CH:8][N:9]=1. Procedure: 252 mg of a 50% aqueous dimethylamine solution was dropwise added to a mixture consisting of 600 mg N-(2-chloro-5-thiazolylmethyl)-S-methyl-N'-nitroisothiourea and 20 ml acetonitrile at room temperature. After stirring at room temperature for 2 hours the reaction mixture was concentrated and 20 ml of ethanol was added to the residue, followed by stirring thoroughly. The resultant crystals were collected by filtration and dried to afford 350 mg of N-(2-chloro-5-thiazolylmethyl)-N',N'-dimethyl-N"-... Reactants: OC1[C@H](O)[C@@H](O)[C@@H](O)[C@@H](O1)CO (Alt), FC(C(C(C(=O)OCC)Cl)=O)(F)F (ethyl 4,4,4-trifluoro-2-chloroacetoacetate), C(C)(=S)N (thioacetamide). Product: CC=1SC(=C(N1)C(F)(F)F)C(=O)OCC (ethyl 2-methyl-4-(trifluoromethyl)thiazole-5-carboxylate). As a reaction SMILES: OC1O[C@@H](CO)[C@H](O)[C@H](O)[C@H]1O.[F:13][C:14]([F:25])([F:24])[C:15](=O)[CH:16](Cl)[C:17]([O:19][CH2:20][CH3:21])=[O:18].[C:26]([NH2:29])(=[S:28])[CH3:27]>>[CH3:27][C:26]1[S:28][C:16]([C:17]([O:19][CH2:20][CH3:21])=[O:18])=[C:15]([C:14]([F:25])([F:24])[F:13])[N:29]=1. Reported procedure: U.S. Pat. No. 5,045,554 (Alt et al., 9/91), herein incorporated by reference, discloses the reaction of ethyl 4,4,4-trifluoro-2-chloroacetoacetate and thioacetamide to produce ethyl 2-methyl-4-(trifluoromethyl)thiazole-5-carboxylate, which was in turn used to produce fungicidal thiazolecarboxanilides. The reaction produced the thiazole in one step by refluxing the reactants in dimethylformamide, but had only a 38% isolated yield. Starting materials: ClC1=CC=C(CN2C=CC3=CC(=CC=C23)OCCN)C=C1 (1-(4-chlorobenzyl)-5-(aminoethoxy)-indole), C(CCC)N=C=O (butyl isocyanate). The solvent is N1=CC=CC=C1 (pyridine). Run at time 15 minute. Yields the product C(CCC)NC(=O)NCCOC=1C=C2C=CN(C2=CC1)CC1=CC=C(C=C1)Cl (1-Butyl-3-(2-[(1-[4-chlorobenzyl]indol-5-yl)oxyl]ethyl)urea). Reaction SMILES: [Cl:1][C:2]1[CH:21]=[CH:20][C:5]([CH2:6][N:7]2[C:15]3[C:10](=[CH:11][C:12]([O:16][CH2:17][CH2:18][NH2:19])=[CH:13][CH:14]=3)[CH:9]=[CH:8]2)=[CH:4][CH:3]=1.[CH2:22]([N:26]=[C:27]=[O:28])[CH2:23][CH2:24][CH3:25]>N1C=CC=CC=1>[CH2:22]([NH:26][C:27]([NH:19][CH2:18][CH2:17][O:16][C:12]1[CH:11]=[C:10]2[C:15](=[CH:14][CH:13]=1)[N:7]([CH2:6][C:5]1[CH:20]=[CH:21][C:2]([Cl:1])=[CH:3][CH:4]=1)[CH:8]=[CH:9]2)=[O:28])[CH2:23][CH2:24][CH3:25]. Procedure: To a mixture of 1-(4-chlorobenzyl)-5-(aminoethoxy)-indole (1.0 g) in pyridine (I ml), butyl isocyanate (0.5 ml) was added at ambient temperature. After stirring for 15 minutes, excess pyridine was evaporated in vacuo and the residue recrystallized from ethanol to yield the title product, m.p. 163°-164° C. Starting materials: COCCN(C(C)(C)C)S(=O)(=O)c1ccc(I)cc1, CC(=O)O, Cc1ncc(-c2ccnc(N)n2)n1CC1CC1, O. Yields the product COCCN(C(C)(C)C)S(=O)(=O)c1ccc(Nc2nccc(-c3cnc(C)n3CC3CC3)n2)cc1. As a reaction SMILES: [CH3:18][O:19][CH2:20][CH2:21][N:22]([S:23](=[O:24])(=[O:25])[c:26]1[cH:27][cH:28][c:29]([I:32])[cH:30][cH:31]1)[C:33]([CH3:34])([CH3:35])[CH3:36].[CH3:37][C:38](=[O:39])[OH:40].[NH2:1][c:2]1[n:3][cH:4][cH:5][c:6](-[c:8]2[cH:9][n:10][c:11]([CH3:17])[n:12]2[CH2:13][CH:14]2[CH2:15][CH2:16]2)[n:7]1.[OH2:41]>>[NH:1]([c:2]1[n:3][cH:4][cH:5][c:6](-[c:8]2[cH:9][n:10][c:11]([CH3:17])[n:12]2[CH2:13][CH:14]2[CH2:15][CH2:16]2)[n:7]1)[c:29]1[cH:28][cH:27][c:26]([S:23]([N:22]([CH2:21][CH2:20][O:19][CH3:18])[C:33]([CH3:34])([CH3:35])[CH3:36])(=[O:24])=[O:25])[cH:31][cH:30]1. RXN SMILES: [S:1]1[C:9]2[C:4](=[N:5][CH:6]=[CH:7][CH:8]=2)[N:3]=[C:2]1[O:10][C:11]1[CH:16]=[CH:15][C:14]([CH2:17]O)=[CH:13][CH:12]=1.O=S(Cl)[Cl:21]>C(Cl)Cl>[Cl:21][CH2:17][C:14]1[CH:15]=[CH:16][C:11]([O:10][C:2]2[S:1][C:9]3[C:4]([N:3]=2)=[N:5][CH:6]=[CH:7][CH:8]=3)=[CH:12][CH:13]=1. Reported procedure: To a solution of [4-([1,3]thiazolo[4,5-b]pyridin-2-yloxy)phenyl]methanol (1.0 equiv.) in CH2Cl2 (0.3 M), SOCl2 (1.2 equiv.) was slowly added over 1 h at rt. In some embodiments, an excess of thionyl chloride was used, which was distilled off prior to the subsequent reaction step. After stirring at rt for another 30 min, the precipitated solid was collected by filtration and washed with CH2Cl2 to afford the title compound (100%), which was used without further purification. MS (ESI): mass calcd. ... Reaction conditions: time 30 minute. Starting materials: S1C(=NC2=NC=CC=C21)OC2=CC=C(C=C2)CO ([4-([1,3]thiazolo[4,5-b]pyridin-2-yloxy)phenyl]methanol), O=S(Cl)Cl (SOCl2), S(=O)(Cl)Cl (thionyl chloride). Yield: 100.0%. Product: ClCC1=CC=C(OC=2SC=3C(=NC=CC3)N2)C=C1 (2-[4-(Chloromethyl)phenoxyl][1,3]thiazolo[4,5-b]pyridine). Run in C(Cl)Cl (CH2Cl2). Starting materials: C1=CC=[NH+]C=C1.C1=CC=[NH+]C=C1.[O-][Cr](=O)(=O)O[Cr](=O)(=O)[O-] (PDC), C(C1=CC=CC=C1)O[C@@H]1[C@H](O[C@H]([C@H]([C@H]1OCC1=CC=CC=C1)OCC1=CC=CC=C1)C)OCCCCCCCCCCO (10-(2,3,4-tri-O-benzyl-β-L-fucopyranosyloxy)-n-decanol), [Cr](=O)(=O)([O-])O[Cr](=O)(=O)[O-].[NH+]1=CC=CC=C1.[NH+]1=CC=CC=C1 (pyridinium dichromate), C(Cl)Cl (methylene chloride), C(C1=CC=CC=C1)O[C@@H]1[C@H](O[C@H]([C@H]([C@H]1OCC1=CC=CC=C1)OCC1=CC=CC=C1)C)OCCCCCCCCCCO (10-(2,3,4-tri-O-benzyl-β-L-fucopyranosyloxy)-n-decanol), S(O)(O)(=O)=O (sulfuric acid). Run in C(C)O (ethanol). Conditions: time 18 hour. Product: C(C1=CC=CC=C1)O[C@@H]1[C@H](O[C@H]([C@H]([C@H]1OCC1=CC=CC=C1)OCC1=CC=CC=C1)C)OCCCCCCCCCC=O (10-(2,3,4-tri-O-benzyl-β-L-fucopyranosyloxy)-n-decanal). Yield: 71.0%. Reaction SMILES: C1C=C[NH+]=CC=1.C1C=C[NH+]=CC=1.[O-][Cr](O[Cr]([O-])(=O)=O)(=O)=O.[CH2:22]([O:29][C@H:30]1[C@H:35]([O:36][CH2:37][C:38]2[CH:43]=[CH:42][CH:41]=[CH:40][CH:39]=2)[C@H:34]([O:44][CH2:45][C:46]2[CH:51]=[CH:50][CH:49]=[CH:48][CH:47]=2)[C@H:33]([CH3:52])[O:32][C@@H:31]1[O:53][CH2:54][CH2:55][CH2:56][CH2:57][CH2:58][CH2:59][CH2:60][CH2:61][CH2:62][CH2:63][OH:64])[C:23]1[CH:28]=[CH:27][CH:26]=[CH:25][CH:24]=1.C(Cl)Cl.S(=O)(=O)(O)O>C(O)C>[CH2:22]([O:29][C@H:30]1[C@H:35]([O:36][CH2:37][C:38]2[CH:43]=[CH:42][CH:41]=[CH:40][CH:39]=2)[C@H:34]([O:44][CH2:45][C:46]2[CH:47]=[CH:48][CH:49]=[CH:50][CH:51]=2)[C@H:33]([CH3:52])[O:32][C@@H:31]1[O:53][CH2:54][CH2:55][CH2:56][CH2:57][CH2:58][CH2:59][CH2:60][CH2:61][CH2:62][CH:63]=[O:64])[C:23]1[CH:28]=[CH:27][CH:26]=[CH:25][CH:24]=1 |f:0.1.2|. Reported procedure: PDC oxidation of 10-(2,3,4-tri-O-benzyl-β-L-fucopyranosyloxy)-n-decanol. Under an atmosphere of nitrogen, pyridinium dichromate (550 mg, 1.424 mmol) was added to a dry methylene chloride solution (20 mL) of 10-(2,3,4-tri-O-benzyl-β-L-fucopyranosyloxy)-n-decanol (580 mg, 0.982 mmol). The resulting brown slurry was stirred at room temperature under nitrogen. TLC analysis (visualization by UV and char with 10% sulfuric acid in ethanol) of the reaction mixture indicated complete consumption of the s... Reactants: O=C(O)c1ccc(S(=O)(=O)Cl)cc1, ClCCl, Nc1ccc(F)cc1C(F)(F)F, c1ccncc1. RXN SMILES: [Cl:1][S:2](=[O:3])(=[O:4])[c:5]1[cH:6][cH:7][c:8]([C:9](=[O:10])[OH:11])[cH:12][cH:13]1.[Cl:32][CH2:33][Cl:34].[F:14][c:15]1[cH:16][c:17]([C:22]([F:23])([F:24])[F:25])[c:18]([NH2:19])[cH:20][cH:21]1.[cH:26]1[cH:27][cH:28][n:29][cH:30][cH:31]1>>[S:2](=[O:3])(=[O:4])([c:5]1[cH:6][cH:7][c:8]([C:9](=[O:10])[OH:11])[cH:12][cH:13]1)[NH:19][c:18]1[c:17]([C:22]([F:23])([F:24])[F:25])[cH:16][c:15]([F:14])[cH:21][cH:20]1. Product: O=C(O)c1ccc(S(=O)(=O)Nc2ccc(F)cc2C(F)(F)F)cc1.